Task: describe an organic reaction: reactants, conditions, products, and yield. Dataset: the Open Reaction Database (ORD), a public repository of structured organic reaction records The reactants are C1CCOC1, COc1ccc(P2(=S)SP(=S)(c3ccc(OC)cc3)S2)cc1, CC(C)N1CCN(C(=O)c2ccc(CN3CCCCC3)o2)CC1. The product is CC(C)N1CCN(C(=S)c2ccc(CN3CCCCC3)o2)CC1. As a reaction SMILES: [CH2:46]1[O:47][CH2:48][CH2:49][CH2:50]1.[CH3:24][O:25][c:26]1[cH:27][cH:28][c:29]([P:30]2(=[S:33])[S:31][P:32]([c:34]3[cH:35][cH:36][c:37]([O:38][CH3:39])[cH:40][cH:41]3)(=[S:42])[S:43]2)[cH:44][cH:45]1.[CH:1]([CH3:2])([CH3:3])[N:4]1[CH2:5][CH2:6][N:7]([C:10](=[O:11])[c:12]2[o:13][c:14]([CH2:17][N:18]3[CH2:19][CH2:20][CH2:21][CH2:22][CH2:23]3)[cH:15][cH:16]2)[CH2:8][CH2:9]1>>[CH:1]([CH3:2])([CH3:3])[N:4]1[CH2:5][CH2:6][N:7]([C:10]([c:12]2[o:13][c:14]([CH2:17][N:18]3[CH2:19][CH2:20][CH2:21][CH2:22][CH2:23]3)[cH:15][cH:16]2)=[S:33])[CH2:8][CH2:9]1. Starting materials: O=S(=O)(Cc1ccccc1)c1ccc(F)c(F)c1, CS(=O)(=O)c1ccc(Oc2cc(Cl)cc(CC(=O)O)c2)c(Cl)c1. Product: O=C(O)Cc1cc(Cl)cc(Oc2ccc(S(=O)(=O)Cc3ccccc3)cc2F)c1. As a reaction SMILES: [CH2:24]([c:25]1[cH:26][cH:27][cH:28][cH:29][cH:30]1)[S:31](=[O:32])(=[O:33])[c:34]1[cH:35][c:36]([F:41])[c:37]([F:40])[cH:38][cH:39]1.[Cl:1][c:2]1[cH:3][c:4]([CH2:20][C:21](=[O:22])[OH:23])[cH:5][c:6]([O:8][c:9]2[cH:10][cH:11][c:12]([S:13]([CH3:14])(=[O:15])=[O:16])[cH:17][c:18]2[Cl:19])[cH:7]1>>[Cl:1][c:2]1[cH:3][c:4]([CH2:20][C:21](=[O:22])[OH:23])[cH:5][c:6]([O:8][c:37]2[c:36]([F:41])[cH:35][c:34]([S:31]([CH2:24][c:25]3[cH:26][cH:27][cH:28][cH:29][cH:30]3)(=[O:32])=[O:33])[cH:39][cH:38]2)[cH:7]1. Starting materials: S1C(=NC2=C1C=CC=C2)SS[C@@H]2[C@@H](C(N2C(C(=O)OCC2=CC=C(C=C2)[N+](=O)[O-])C(=C)C)=O)NC(COC2=CC=CC=C2)=O (4-nitrobenzyl 2-[(3R,4R)-4[(benzothiazol-2-yl)dithio]-3-phenoxyacetamido-2-oxo-azetidin-1-yl]-3-methyl-3-butenoate), O=[O+][O-] (ozone). Solvent: CO.ClCCl (methanol dichloromethane). Product: S1C(=NC2=C1C=CC=C2)SS[C@@H]2[C@@H](C(N2C(C(=O)OCC2=CC=C(C=C2)[N+](=O)[O-])=C(C)O)=O)NC(COC2=CC=CC=C2)=O (4-Nitrobenzvl 2-[(3R,4R)-4-[(benzothiazol-2-yl)dithio]-3-phenoxyacetamido-2-oxo-azetidin-1-yl]-3-hydroxy-2-butenoate). The yield is 95.0%. Reaction SMILES: [S:1]1[C:5]2[CH:6]=[CH:7][CH:8]=[CH:9][C:4]=2[N:3]=[C:2]1[S:10][S:11][C@H:12]1[N:15]([CH:16]([C:30]([CH3:32])=C)[C:17]([O:19][CH2:20][C:21]2[CH:26]=[CH:25][C:24]([N+:27]([O-:29])=[O:28])=[CH:23][CH:22]=2)=[O:18])[C:14](=[O:33])[C@H:13]1[NH:34][C:35](=[O:44])[CH2:36][O:37][C:38]1[CH:43]=[CH:42][CH:41]=[CH:40][CH:39]=1.[O:45]=[O+][O-]>CO.ClCCl>[S:1]1[C:5]2[CH:6]=[CH:7][CH:8]=[CH:9][C:4]=2[N:3]=[C:2]1[S:10][S:11][C@H:12]1[N:15]([C:16](=[C:30]([OH:45])[CH3:32])[C:17]([O:19][CH2:20][C:21]2[CH:26]=[CH:25][C:24]([N+:27]([O-:29])=[O:28])=[CH:23][CH:22]=2)=[O:18])[C:14](=[O:33])[C@H:13]1[NH:34][C:35](=[O:44])[CH2:36][O:37][C:38]1[CH:39]=[CH:40][CH:41]=[CH:42][CH:43]=1 |f:2.3|. Procedure details: A solution of 4-nitrobenzyl 2-[(3R,4R)-4[(benzothiazol-2-yl)dithio]-3-phenoxyacetamido-2-oxo-azetidin-1-yl]-3-methyl-3-butenoate (XIIIc. 1.52 g 0.00244 mole) in 2:1 methanol/dichloromethane (165 mL), at -78° C., was treated with a stream of dry ozone until a pale blue coloration was reached (10 min). Nitrogen was then bubbled through the solution to discharge the blue color and methyl sulfide (1.5 mL) was added. The solution allowed to reach 0° C. over the course of 2 h. Evaporation of the solve... The reactants are N#Cc1ccc(C(F)(F)F)c(F)c1, N. The product is N#Cc1ccc(C(F)(F)F)c(N)c1. As a reaction SMILES: [F:1][c:2]1[cH:3][c:4]([C:5]#[N:6])[cH:7][cH:8][c:9]1[C:10]([F:11])([F:12])[F:13].[NH3:14]>>[c:2]1([NH2:14])[cH:3][c:4]([C:5]#[N:6])[cH:7][cH:8][c:9]1[C:10]([F:11])([F:12])[F:13].